The task is: describe an organic reaction: reactants, conditions, products, and yield. This data is from the Open Reaction Database (ORD), a public repository of structured organic reaction records. Starting materials: C(C)(C)(C)OC(N[C@H]1[C@H](OC2=C(N(C1=O)CC(N)=O)C=C(C=C2)F)C)=O (((6R,7S)-9-Carbamoylmethyl-2-fluoro-6-methyl-8-oxo-6,7,8,9-tetrahydro-5-oxa-9-aza-benzocyclohepten-7-yl)-carbamic acid tert-butyl ester), N[C@H]1[C@H](OC2=C(N(C1=O)CC(=O)N)C=C(C=C2)F)C (2-((6R,7S)-7-amino-2-fluoro-6-methyl-8-oxo-7,8-dihydro-6H-5-oxa-9-aza-benzocyclohepten-9-yl)-acetamide), CC(C(=O)O)(C(=O)NCC(C(F)(F)F)(F)F)C (2,2-dimethyl-N-(2,2,3,3,3-pentafluoro-propyl)-malonamic acid). Yields the product C(N)(=O)CN1C([C@H]([C@H](OC2=C1C=C(C=C2)F)C)NC(C(C(=O)NCC(C(F)(F)F)(F)F)(C)C)=O)=O (N-((6R,7S)-9-carbamoylmethyl-2-fluoro-6-methyl-8-oxo-6,7,8,9-tetrahydro-5-oxa-9-aza-benzocyclohepten-7-yl)-2,2-dimethyl-N′-(2,2,3,3,3-pentafluoro-propyl)-malonamide). RXN SMILES: C(O[C:6](=[O:26])[NH:7][C@@H:8]1[C:14](=[O:15])[N:13]([CH2:16][C:17](=[O:19])[NH2:18])[C:12]2[CH:20]=[C:21]([F:24])[CH:22]=[CH:23][C:11]=2[O:10][C@@H:9]1[CH3:25])(C)(C)C.N[C@@H]1C(=O)N(CC(N)=O)C2C=C(F)C=CC=2O[C@@H]1C.[CH3:46][C:47](C)([C:51]([NH:53][CH2:54][C:55]([F:61])([F:60])[C:56]([F:59])([F:58])[F:57])=[O:52])[C:48](O)=O>>[C:17]([CH2:16][N:13]1[C:12]2[CH:20]=[C:21]([F:24])[CH:22]=[CH:23][C:11]=2[O:10][C@H:9]([CH3:25])[C@H:8]([NH:7][C:6](=[O:26])[C:47]([CH3:48])([CH3:46])[C:51]([NH:53][CH2:54][C:55]([F:60])([F:61])[C:56]([F:59])([F:57])[F:58])=[O:52])[C:14]1=[O:15])(=[O:19])[NH2:18]. Procedure details: ((6R,7S)-9-Carbamoylmethyl-2-fluoro-6-methyl-8-oxo-6,7,8,9-tetrahydro-5-oxa-9-aza-benzocyclohepten-7-yl)-carbamic acid tert-butyl ester was deprotected according to the procedure in example 42b. The resulting 2-((6R,7S)-7-amino-2-fluoro-6-methyl-8-oxo-7,8-dihydro-6H-5-oxa-9-aza-benzocyclohepten-9-yl)-acetamide was reacted with 2,2-dimethyl-N-(2,2,3,3,3-pentafluoro-propyl)-malonamic acid in analogy to the procedure described in example 2b to yield N-((6R,7S)-9-carbamoylmethyl-2-fluoro-6-methyl-8-... The reactants are C(C)OC(CSC1=NC(=CC(=N1)Cl)NC1=C(C(=CC=C1)C)C)=O ([4-chloro-6-(2,3-xylidino)-2-pyrimidinylthio]acetic acid ethyl ester), O.NN (hydrazine hydrate), C(C)O (ethanol). The solvent is O (Water). Run at time 8 hour. Yields the product ClC1=NC(=NC(=C1)NC1=C(C(=CC=C1)C)C)SCC(=O)NN ([4-Chloro-6-(2,3-xylidino)-2-pyrimidinylthio]acetic acid hydrazide). As a reaction SMILES: C([O:3][C:4](=O)[CH2:5][S:6][C:7]1[N:12]=[C:11]([Cl:13])[CH:10]=[C:9]([NH:14][C:15]2[CH:20]=[CH:19][CH:18]=[C:17]([CH3:21])[C:16]=2[CH3:22])[N:8]=1)C.O.[NH2:25][NH2:26].C(O)C>O>[Cl:13][C:11]1[CH:10]=[C:9]([NH:14][C:15]2[CH:20]=[CH:19][CH:18]=[C:17]([CH3:21])[C:16]=2[CH3:22])[N:8]=[C:7]([S:6][CH2:5][C:4]([NH:25][NH2:26])=[O:3])[N:12]=1 |f:1.2|. Procedure details: A mixture of 5.0 g of [4-chloro-6-(2,3-xylidino)-2-pyrimidinylthio]acetic acid ethyl ester and 5.0 g of hydrazine hydrate (98%) in 40 ml. of ethanol was allowed to stand overnight at room temperature. Water was added to the mixture until a precipitate appeared. This material was recrystallized from ethanol affording 4.8 g of product, mp. 185°-189°C. Reactants: [Na].C(=O)(O)CCC1=CC=C(C=C1)CCN1CCCN(CCC1)C1=NC2=C(N1CC1=CC=C(C=C1)F)C=CC=C2 (5- [2- [4- (2-carboxyethyl)phenyl]ethyl]-1-[1-(4-fluorophenylmethyl)-1H-benzimidazol-2-yl]-1,5-diazacyclooctane sodium salt), Cl (HCl). The solvent is O (water). Yields the product C(=O)(O)CCC1=CC=C(C=C1)CCN1CCCN(CCC1)C1=NC2=C(N1CC1=CC=C(C=C1)F)C=CC=C2 (5- [2- [4- (2-carboxyethyl)phenyl]ethyl]-1-[1-(4-fluorophenylmethyl)-1H-benzimidazol-2-yl]-1,5-diazacyclooctane). Isolated yield 87.2%. Reaction SMILES: [Na].[C:2]([CH2:5][CH2:6][C:7]1[CH:12]=[CH:11][C:10]([CH2:13][CH2:14][N:15]2[CH2:22][CH2:21][CH2:20][N:19]([C:23]3[N:27]([CH2:28][C:29]4[CH:34]=[CH:33][C:32]([F:35])=[CH:31][CH:30]=4)[C:26]4[CH:36]=[CH:37][CH:38]=[CH:39][C:25]=4[N:24]=3)[CH2:18][CH2:17][CH2:16]2)=[CH:9][CH:8]=1)([OH:4])=[O:3].Cl>O>[C:2]([CH2:5][CH2:6][C:7]1[CH:8]=[CH:9][C:10]([CH2:13][CH2:14][N:15]2[CH2:22][CH2:21][CH2:20][N:19]([C:23]3[N:27]([CH2:28][C:29]4[CH:34]=[CH:33][C:32]([F:35])=[CH:31][CH:30]=4)[C:26]4[CH:36]=[CH:37][CH:38]=[CH:39][C:25]=4[N:24]=3)[CH2:18][CH2:17][CH2:16]2)=[CH:11][CH:12]=1)([OH:4])=[O:3] |f:0.1,^1:0|. Reported procedure: A pH of a solution of 5- [2- [4- (2-carboxyethyl)phenyl]ethyl]-1-[1-(4-fluorophenylmethyl)-1H-benzimidazol-2-yl]-1,5-diazacyclooctane sodium salt (5.15 g) in distilled water (100 ml) was adjusted to pH 7 with a 2N-HCl. The resulting white precipitates were collected by filtration, washed with distilled water, and air-dried to give 5- [2- [4- (2-carboxyethyl)phenyl]ethyl]-1-[1-(4-fluorophenylmethyl)-1H-benzimidazol-2-yl]-1,5-diazacyclooctane (4.30 g) as white crystals. The reactants are ClC1=C(C=CC=C1)[N+](=O)[O-] (2-chloronitrobenzene), ClS(=O)(=O)O (chlorosulfonic acid), S(N)(O)(=O)=O (sulfamic acid). Solvent: O (water). The product is [N+](=O)([O-])C1=C(C=CC(=C1)S(=O)(=O)Cl)Cl (2-nitrochlorobenzene-4-sulfonyl chloride). The yield is 82.1%. As a reaction SMILES: [Cl:1][C:2]1[CH:7]=[CH:6][CH:5]=[CH:4][C:3]=1[N+:8]([O-:10])=[O:9].[Cl:11][S:12](O)(=[O:14])=[O:13].S(=O)(=O)(O)N>O>[N+:8]([C:3]1[CH:4]=[C:5]([S:12]([Cl:11])(=[O:14])=[O:13])[CH:6]=[CH:7][C:2]=1[Cl:1])([O-:10])=[O:9]. Procedure: 157.6 g (1.0 mol) of 2-chloronitrobenzene and 699 g (6.0 mol) of chlorosulfonic acid are reacted as in Example 22, but without addition of sulfamic acid. 212.8 g of 2-nitrochlorobenzene-4-sulfonyl chloride having a water content of 1.2%, corresponding to 210.2 g of 2-nitrochlorobenzene-4-sulfonyl chloride (82.1% of theory), are obtained.